Dataset: the Open Reaction Database (ORD), a public repository of structured organic reaction records. Task: describe an organic reaction: reactants, conditions, products, and yield Procedure details: A mixture of 300 mg (0.8054 mmol) of 3-(3-aminomethyl-phenylamino)4-(3-chloro-phenylamino)-1H-pyrazolo[3,4-d]pyrimidine (water content: 1.79%; see Step 90.5), 277 mg (3.22 mmol) of -γ-butyrolactone, 2 mg of 4-dimethylamino-pyridine and 5 ml of methanol is stirred for 10 hours at 95° C. and, after a further addition of 277 mg (3.22 mmol) of γ-butyrolactone and 4 mg of 4-dimethylaminopyridine, for a further 16 hours at 100° C. The reaction mixture is then concentrated by evaporation in vacuo, and ... The solvent is CO (methanol). Reaction SMILES: [NH2:1][CH2:2][C:3]1[CH:4]=[C:5]([NH:9][C:10]2[C:18]3[C:13](=[N:14][CH:15]=[N:16][C:17]=3[NH:19][C:20]3[CH:25]=[CH:24][CH:23]=[C:22]([Cl:26])[CH:21]=3)[NH:12][N:11]=2)[CH:6]=[CH:7][CH:8]=1.[C:27]1(=[O:32])[O:31][CH2:30][CH2:29][CH2:28]1>CN(C)C1C=CN=CC=1.CO>[Cl:26][C:22]1[CH:21]=[C:20]([NH:19][C:17]2[N:16]=[CH:15][N:14]=[C:13]3[NH:12][N:11]=[C:10]([NH:9][C:5]4[CH:6]=[CH:7][CH:8]=[C:3]([CH2:2][NH:1][C:30](=[O:31])[CH2:29][CH2:28][CH2:27][OH:32])[CH:4]=4)[C:18]=23)[CH:25]=[CH:24][CH:23]=1. Reactants: C1(CCCO1)=O (γ-butyrolactone), NCC=1C=C(C=CC1)NC1=NNC2=NC=NC(=C21)NC2=CC(=CC=C2)Cl (3-(3-aminomethyl-phenylamino)4-(3-chloro-phenylamino)-1H-pyrazolo[3,4-d]pyrimidine), C1(CCCO1)=O (γ-butyrolactone). Yields the product ClC=1C=C(C=CC1)NC1=C2C(=NC=N1)NN=C2NC2=CC(=CC=C2)CNC(CCCO)=O (4-(3-chloro-phenylamino)-3-[3-({4-hydroxy-butyryl-amino}-methyl)-phenylamino]-1H-pyrazolo[3,4-d]pyrimidine). Run at temperature 95 celsius, time 10 hour. Reagents/catalysts: CN(C1=CC=NC=C1)C (4-dimethylaminopyridine), CN(C1=CC=NC=C1)C (4-dimethylamino-pyridine). Reactants: C(C)[C@H]1[C@H]2C3=CC[C@@H]([C@@]3(C)CC[C@@H]2[C@H]2CCC(C=C2C1)=O)O ((7α,17β)-7-ethyl-17-hydroxyestra-4,14-dien-3-one), [Li] (lithium), N (ammonia), [Cl-].[NH4+] (ammonium chloride), N (ammonia). Run in O1CCCC1 (tetrahydrofuran). Conditions: temperature -40 celsius, time 30 minute. Product: C(C)[C@H]1[C@H]2C3=CC[C@@H]([C@@]3(C)CC[C@@H]2[C@H]2CCC(C[C@@H]2C1)=O)O ((5α,7α,17β)-7-ethyl-17-hydroxyestr-14-en-3-one). The yield is 31.1%. As a reaction SMILES: [CH2:1]([C@@H:3]1[CH2:20][C:19]2[C@H:14]([CH2:15][CH2:16][C:17](=[O:21])[CH:18]=2)[C@@H:13]2[C@@H:4]1[C:5]1[C@@:9]([CH2:11][CH2:12]2)([CH3:10])[C@@H:8]([OH:22])[CH2:7][CH:6]=1)[CH3:2].[Li].N.[Cl-].[NH4+]>O1CCCC1>[CH2:1]([C@@H:3]1[CH2:20][C@@H:19]2[C@H:14]([CH2:15][CH2:16][C:17](=[O:21])[CH2:18]2)[C@@H:13]2[C@@H:4]1[C:5]1[C@@:9]([CH2:11][CH2:12]2)([CH3:10])[C@@H:8]([OH:22])[CH2:7][CH:6]=1)[CH3:2] |f:3.4,^1:22|. Reported procedure: A solution of (7α,17β)-7-ethyl-17-hydroxyestra-4,14-dien-3-one (Example 1a; 0.67 g) in dry tetrahydrofuran (13 ml) was added to a refluxing solution of lithium (0.31 g) in liquid ammonia (44 ml). After 30 min. stirring at −40° C., solid ammonium chloride was added and the ammonia was allowed to evaporate. Water was added and the product was extracted into ethyl acetate. The combined organic phases were washed with a saturated aqueous solution of ammonium chloride and brine, dried over sodium sul... Starting materials: C(C1=CC=CC=C1)N1C[C@H]2[C@@H](C1)C(CC2)N ((3aS*,6aR*)-2-benzyloctahydrocyclopenta[c]pyrrol-4-amine), ON1N=NC2=C1C=CC=C2 (1-Hydroxybenzotriazole), CC[N+](=C=N)CCCN(C)C (N-(3-dimethylaminopropyl)-N-ethylcarbodiimide), C1(=CC=CC=C1)C1(CCCC1)C(=O)O (1-phenylcyclopentanecarboxylic acid). Solvent: ClCCl (dichloromethane). Reaction conditions: time 10 minute. Product: C(C1=CC=CC=C1)N1C[C@H]2[C@@H](C1)[C@@H](CC2)NC(=O)C2(CCCC2)C2=CC=CC=C2 (N-[(3aS*,4R*,6aR*)-2-benzyloctahydrocyclopenta[c]pyrrol-4-yl]-1-phenylcyclopentanecarboxamide). RXN SMILES: ON1C2C=CC=CC=2N=N1.CC[N+](CCCN(C)C)=C=N.[C:22]1([C:28]2([C:33]([OH:35])=O)[CH2:32][CH2:31][CH2:30][CH2:29]2)[CH:27]=[CH:26][CH:25]=[CH:24][CH:23]=1.[CH2:36]([N:43]1[CH2:47][C@H:46]2[CH:48]([NH2:51])[CH2:49][CH2:50][C@H:45]2[CH2:44]1)[C:37]1[CH:42]=[CH:41][CH:40]=[CH:39][CH:38]=1>ClCCl>[CH2:36]([N:43]1[CH2:47][C@H:46]2[C@H:48]([NH:51][C:33]([C:28]3([C:22]4[CH:23]=[CH:24][CH:25]=[CH:26][CH:27]=4)[CH2:29][CH2:30][CH2:31][CH2:32]3)=[O:35])[CH2:49][CH2:50][C@H:45]2[CH2:44]1)[C:37]1[CH:38]=[CH:39][CH:40]=[CH:41][CH:42]=1. Procedure details: 1-Hydroxybenzotriazole (33 mg, 0.24 mmol) and N-(3-dimethylaminopropyl)-N-ethylcarbodiimide (43 μL, 0.24 mmol) were added to a solution of 1-phenylcyclopentanecarboxylic acid (46 mg, 0.24 mmol) in dichloromethane (2 mL). The reaction was stirred at room temperature for 10 minutes, then (3aS*,6aR*)-2-benzyloctahydrocyclopenta[c]pyrrol-4-amine (52 mg, 0.24 mmol) was added and the reaction stirred at room temperature overnight. The reaction was quenched with water, and extracted with dichloromethan...